From a dataset of the Open Reaction Database (ORD), a public repository of structured organic reaction records. describe an organic reaction: reactants, conditions, products, and yield Reactants: N1N=CC=C1 (pyrazole), CCN(C(C)C)C(C)C (DIPEA), ClC1=CC(=NC=N1)C(=O)C1=CC2=C(N(C(O2)=O)C)C(=C1)C (6-(6-chloropyrimidine-4-carbonyl)-3,4-dimethyl-3H-benzoxazol-2-one), BrN1C(CCC1=O)=O (N-bromosuccinimide), N(=NC(C#N)(C)C)C(C#N)(C)C (2,2′-azobis-isobutyronitrile). Run in C(Cl)(Cl)(Cl)Cl (carbon tetrachloride). Yields the product ClC1=CC(=NC=N1)C(=O)C1=CC2=C(N(C(O2)=O)C)C(=C1)CN1N=CC=C1 (6-(6-chloro-pyrimidine-4-carbonyl)-3-methyl-4-pyrazol-1-ylmethyl-3H-benzoxazol-2-one). As a reaction SMILES: [Cl:1][C:2]1[N:7]=[CH:6][N:5]=[C:4]([C:8]([C:10]2[CH:20]=[C:19]([CH3:21])[C:13]3[N:14]([CH3:18])[C:15](=[O:17])[O:16][C:12]=3[CH:11]=2)=[O:9])[CH:3]=1.BrN1C(=O)CCC1=O.[N:30]([C:37]([CH3:41])(C)C#N)=[N:31][C:32](C)(C)C#N.N1C=CC=N1.CCN(C(C)C)C(C)C>C(Cl)(Cl)(Cl)Cl>[Cl:1][C:2]1[N:7]=[CH:6][N:5]=[C:4]([C:8]([C:10]2[CH:20]=[C:19]([CH2:21][N:31]3[CH:32]=[CH:41][CH:37]=[N:30]3)[C:13]3[N:14]([CH3:18])[C:15](=[O:17])[O:16][C:12]=3[CH:11]=2)=[O:9])[CH:3]=1. Reported procedure: Under a nitrogen atmosphere 0.15 g (0.49 mmol) 6-(6-chloropyrimidine-4-carbonyl)-3,4-dimethyl-3H-benzoxazol-2-one, 95 mg (0.53 mmol) N-bromosuccinimide and 5.0 mg (30 mmol) 2,2′-azobis-isobutyronitrile (AIBN) in 15 mL carbon tetrachloride were combined and refluxed for 4 h. The precipitate formed was filtered off and the filtrate was combined with 20 μL isopropanol. After brief stirring 36 mg (0.53 mmol) pyrazole and 0.17 mL (0.99 mmol) DIPEA were added and the mixture was refluxed for 6 h. Then... Starting materials: Cl (hydrochloric acid), [BH4-].[Na+] (Sodium borohydride), ClC1=C(C(=O)NCC23CC4CC(CC(C2)C4)C3)C=C(C=C1)/C=C\1/C=NCCC1 (2-chloro-5-[(E)-(5,6-dihydro-3(4H)-pyridinylidene)methyl]-N-(tricyclo[3.3.1.13,7]dec-1-ylmethyl)-benzamide). The solvent is CO (methanol), CO (methanol). Reaction conditions: time 4 hour. The product is ClC1=C(C(=O)NCC23CC4CC(CC(C2)C4)C3)C=C(C=C1)/C=C\1/CNCCC1 (2-Chloro-5-[(E)-3-piperidinylidenemethyl]-N-(tricyclo[3.3.1.13,7]dec-1-ylmethyl)-benzamide). The yield is 51.9%. Reaction SMILES: [BH4-].[Na+].[Cl:3][C:4]1[CH:23]=[CH:22][C:21](/[CH:24]=[C:25]2/[CH:26]=[N:27][CH2:28][CH2:29][CH2:30]/2)=[CH:20][C:5]=1[C:6]([NH:8][CH2:9][C:10]12[CH2:19][CH:14]3[CH2:15][CH:16]([CH2:18][CH:12]([CH2:13]3)[CH2:11]1)[CH2:17]2)=[O:7].Cl>CO>[Cl:3][C:4]1[CH:23]=[CH:22][C:21](/[CH:24]=[C:25]2/[CH2:26][NH:27][CH2:28][CH2:29][CH2:30]/2)=[CH:20][C:5]=1[C:6]([NH:8][CH2:9][C:10]12[CH2:11][CH:12]3[CH2:13][CH:14]([CH2:15][CH:16]([CH2:18]3)[CH2:17]1)[CH2:19]2)=[O:7] |f:0.1|. Procedure details: Sodium borohydride (0.009 g) in methanol (0.5 ml) was added to a solution of 2-chloro-5-[(E)-(5,6-dihydro-3(4H)-pyridinylidene)methyl]-N-(tricyclo[3.3.1.13,7]dec-1-ylmethyl)-benzamide (0.046 g, Example 88a,) in methanol (1.5 ml). The reaction mixture was stirred for 4 h under an atmosphere of nitrogen at room temperature. Concentrated hydrochloric acid (0.01 ml) was added and the mixture was evaporated under reduced pressure. An aqueous solution of sodium hydroxide (2M, 2 ml) was added to rebasi... Reactants: ClC1=NC(=C(C(=N1)C(=O)OCC)[N+](=O)[O-])Cl (Ethyl 2,6-dichloro-5-nitropyrimidine-4-carboxylate), COC1=C(C=CC=C1)NCC(=O)OCC (ethyl 2-(2-methoxyphenylamino)acetate), C(C)(C)N(CC)C(C)C (diisopropylethylamine), ClC1=NC(C(C(=N1)C(=O)OCC)[N+](=O)[O-])N(C1=C(C=CC=C1)OC)CC(=O)OCC (Ethyl 2-chloro-6-((2-ethoxy-2-oxoethyl)(2-methoxyphenyl)amino)-5-nitro-5,6-dihydro-pyrimidine-4-carboxylate). The product is OC=1C=C(C=CC1)C1=NC=2N(CC(NC2C(=N1)C(=O)N)=O)C1=C(C=CC=C1)OC (2-(3-HYDROXYPHENYL)-8-(2-METHOXYPHENYL)-6-OXO-5,6,7,8-TETRAHYDROPTERIDINE-4-CARBOXAMIDE). RXN SMILES: Cl[C:2]1[N:7]=[C:6]([C:8]([O:10]CC)=O)[CH:5]([N+:13]([O-])=O)[CH:4]([N:16]([CH2:25][C:26]([O:28]CC)=O)[C:17]2[CH:22]=[CH:21][CH:20]=[CH:19][C:18]=2[O:23][CH3:24])[N:3]=1.ClC1N=C(C(OCC)=O)C([N+]([O-])=O)=C(Cl)[N:33]=1.C[O:48][C:49]1[CH:54]=[CH:53][CH:52]=[CH:51][C:50]=1NCC(OCC)=O.C(N(C(C)C)CC)(C)C>>[OH:48][C:49]1[CH:50]=[C:51]([C:2]2[N:7]=[C:6]([C:8]([NH2:33])=[O:10])[C:5]3[NH:13][C:26](=[O:28])[CH2:25][N:16]([C:17]4[CH:22]=[CH:21][CH:20]=[CH:19][C:18]=4[O:23][CH3:24])[C:4]=3[N:3]=2)[CH:52]=[CH:53][CH:54]=1. Procedure: Ethyl 2-chloro-6-((2-ethoxy-2-oxoethyl)(2-methoxyphenyl)amino)-5-nitro-5,6-dihydro-pyrimidine-4-carboxylate. Ethyl 2,6-dichloro-5-nitropyrimidine-4-carboxylate (3.0 g, 11.27 mmol), ethyl 2-(2-methoxyphenylamino)acetate (2.35 g, 11.27 mmol) and diisopropylethylamine (4.36 g, 33.81 mmol) were reacted according to General Procedure C and partitioned between water and ethyl acetate (3×) to afford the title compound without purification (2.05 g, 41%). MS (ESI) m/z 439.2 [M+1]+, 441.4 [M+2]+. Reactants: O=C([O-])[O-], COC(=O)Cc1cccc(Oc2ccc(Br)cc2CN2CCOC2=O)c1, COCCOC, [Cl-], [K+], [K+], [NH4+], O, OB(O)c1ccccc1, c1ccc(P(c2ccccc2)(c2ccccc2)[Pd](P(c2ccccc2)(c2ccccc2)c2ccccc2)(P(c2ccccc2)(c2ccccc2)c2ccccc2)P(c2ccccc2)(c2ccccc2)c2ccccc2)cc1. Product: COC(=O)Cc1cccc(Oc2ccc(-c3ccccc3)cc2CN2CCOC2=O)c1. RXN SMILES: [C:36](=[O:37])([O-:38])[O-:39].[CH3:1][O:2][C:3]([CH2:4][c:5]1[cH:6][c:7]([O:11][c:12]2[c:13]([CH2:19][N:20]3[C:21](=[O:25])[O:22][CH2:23][CH2:24]3)[cH:14][c:15]([Br:18])[cH:16][cH:17]2)[cH:8][cH:9][cH:10]1)=[O:26].[CH3:44][O:45][CH2:46][CH2:47][O:48][CH3:49].[Cl-:42].[K+:40].[K+:41].[NH4+:43].[OH2:50].[OH:27][B:28]([OH:29])[c:30]1[cH:31][cH:32][cH:33][cH:34][cH:35]1.[cH:51]1[cH:52][cH:53][c:54]([P:55]([Pd:56]([P:57]([c:58]2[cH:59][cH:60][cH:61][cH:62][cH:63]2)([c:64]2[cH:65][cH:66][cH:67][cH:68][cH:69]2)[c:70]2[cH:71][cH:72][cH:73][cH:74][cH:75]2)([P:76]([c:77]2[cH:78][cH:79][cH:80][cH:81][cH:82]2)([c:83]2[cH:84][cH:85][cH:86][cH:87][cH:88]2)[c:89]2[cH:90][cH:91][cH:92][cH:93][cH:94]2)[P:95]([c:96]2[cH:97][cH:98][cH:99][cH:100][cH:101]2)([c:102]2[cH:103][cH:104][cH:105][cH:106][cH:107]2)[c:108]2[cH:109][cH:110][cH:111][cH:112][cH:113]2)([c:114]2[cH:115][cH:116][cH:117][cH:118][cH:119]2)[c:120]2[cH:121][cH:122][cH:123][cH:124][cH:125]2)[cH:126][cH:127]1>>[CH3:1][O:2][C:3]([CH2:4][c:5]1[cH:6][c:7]([O:11][c:12]2[c:13]([CH2:19][N:20]3[C:21](=[O:25])[O:22][CH2:23][CH2:24]3)[cH:14][c:15](-[c:30]3[cH:31][cH:32][cH:33][cH:34][cH:35]3)[cH:16][cH:17]2)[cH:8][cH:9][cH:10]1)=[O:26]. Reactants: C(C)(=O)C=1OC=CC1 (acetylfuran), FC(C(=O)[O-])(F)F (trifluoracetate). The product is diketone, FC(C(CC(=O)C=1OC=CC1)=O)(F)F (4,4,4-trifluoro-1-(furan-2-yl)butane-1,3-dione). Reaction SMILES: [C:1]([C:4]1[O:5][CH:6]=[CH:7][CH:8]=1)(=[O:3])[CH3:2].[F:9][C:10]([F:15])([F:14])[C:11]([O-])=[O:12]>>[F:9][C:10]([F:15])([F:14])[C:11](=[O:12])[CH2:2][C:1]([C:4]1[O:5][CH:6]=[CH:7][CH:8]=1)=[O:3]. Reported procedure: The diketone 19 was synthesized from acetylfuran and trifluoracetate to obtain the 4,4,4-trifluoro-1-(furan-2-yl)butane-1,3-dione 19 product as follows. 2-Acetylfuran 18 (11.0 g, 210 mmol) was dissolved in benzene (210 mL). At room temperature was added KOtBu (23.6 g, 210 mol). The resulting red solution was cooled to 5° C. Ethyl trifluoracetate 6 (25 mL, 29.8 g, 210 mmol) was added dropwise in approximately 20 minutes keeping the temperature below 15° C. Then the mixture was stirred for 16 hour... Starting materials: ClC=1C=CC2=C(C(=NCC=3N2C(=NN3)CN)C3=CC=CC=C3)C1 (8-chloro-1-(aminomethyl)-6-phenyl-4H-s-triazolo[4,3-a][1,4]benzodiazepine), C(C)=O (acetaldehyde), [Na] (sodium), C(C)(=O)O (acetic acid). Solvent: C(C)#N (acetonitrile). Product: ClC=1C=CC2=C(C(=NCC=3N2C(=NN3)CN(CC)CC)C3=CC=CC=C3)C1 (8-chloro-1-[(diethylamino)methyl]-6-phenyl-4H-s-triazolo[4,3-a][1,4]benzodiazepine). RXN SMILES: [Cl:1][C:2]1[CH:3]=[CH:4][C:5]2[N:11]3[C:12]([CH2:15][NH2:16])=[N:13][N:14]=[C:10]3[CH2:9][N:8]=[C:7]([C:17]3[CH:22]=[CH:21][CH:20]=[CH:19][CH:18]=3)[C:6]=2[CH:23]=1.[CH:24](=O)[CH3:25].[Na].[C:28](O)(=O)[CH3:29]>C(#N)C>[Cl:1][C:2]1[CH:3]=[CH:4][C:5]2[N:11]3[C:12]([CH2:15][N:16]([CH2:24][CH3:25])[CH2:28][CH3:29])=[N:13][N:14]=[C:10]3[CH2:9][N:8]=[C:7]([C:17]3[CH:22]=[CH:21][CH:20]=[CH:19][CH:18]=3)[C:6]=2[CH:23]=1 |^1:26|. Reported procedure: In the manner given in Example 23, a solution of 8-chloro-1-(aminomethyl)-6-phenyl-4H-s-triazolo[4,3-a][1,4]benzodiazepine in acetonitrile is treated with acetaldehyde, sodium cyanoborohidride and acetic acid to give 8-chloro-1-[(diethylamino)methyl]-6-phenyl-4H-s-triazolo[4,3-a][1,4]benzodiazepine.